The task is: describe an organic reaction: reactants, conditions, products, and yield. This data is from the Open Reaction Database (ORD), a public repository of structured organic reaction records. Run in CN(C)C=O (DMF), CN(C)C=O (DMF). The product is ClC1=NC=C(C=C1)CN1C(N(CN(C1)C)C)=N[N+](=O)[O-] (1-(2-chloro-5-pyridylmethyl)-3,5-dimethyl-2-nitroiminohexahydro-1,3,5-triazine). Reaction SMILES: [CH3:1][N:2]1[CH2:7][N:6]([CH3:8])[CH2:5][NH:4][C:3]1=[N:9][N+:10]([O-:12])=[O:11].[H-].[Na+].[H][H].[Cl:17][C:18]1[CH:23]=[CH:22][C:21]([CH2:24]Cl)=[CH:20][N:19]=1>CN(C=O)C>[Cl:17][C:18]1[CH:23]=[CH:22][C:21]([CH2:24][N:4]2[CH2:5][N:6]([CH3:8])[CH2:7][N:2]([CH3:1])[C:3]2=[N:9][N+:10]([O-:12])=[O:11])=[CH:20][N:19]=1 |f:1.2|. Procedure: 1 g of 1,5-dimethyl-2-nitroiminohexahydro-1,3,5-triazine was dissolved in 20 ml of dried DMF. To the solution, 0.27 g of 60% sodium hydride was added with cooling. The mixture was stirred for 1 hour at room temperature until evolution of hydrogen was ceased and then the mixture was heated with stirring further for 1 hour at 50° C. To the mixture, a solution of 0.9 g of 2-chloro-5-pyridylmethylchloride in 8 ml of dried DMF was added dropwise at 40-50° C. After this addition, the reaction mixture ... The yield is 78.3%. Run at temperature 50 celsius, time 1 hour. Reactants: ClC1=NC=C(C=C1)CCl (2-chloro-5-pyridylmethylchloride), CN1C(NCN(C1)C)=N[N+](=O)[O-] (1,5-dimethyl-2-nitroiminohexahydro-1,3,5-triazine), [H-].[Na+] (sodium hydride), [H][H] (hydrogen), ice water. Yields the product O=C1OC(CN2CCNCC2)CN1Cc1ccncc1. RXN SMILES: [C:30](#[N:31])[CH3:32].[CH2:16]1[CH2:17][NH:18][CH2:19][CH2:20][NH:21]1.[Cl:1][CH2:2][CH:3]1[CH2:4][N:5]([CH2:9][c:10]2[cH:11][cH:12][n:13][cH:14][cH:15]2)[C:6](=[O:8])[O:7]1.[I-:29].[K+:22].[K+:23].[Na+:28].[O-:24][C:25]([O-:26])=[O:27]>>[CH2:2]([CH:3]1[CH2:4][N:5]([CH2:9][c:10]2[cH:11][cH:12][n:13][cH:14][cH:15]2)[C:6](=[O:8])[O:7]1)[N:18]1[CH2:17][CH2:16][NH:21][CH2:20][CH2:19]1. The reactants are CC#N, C1CNCCN1, O=C1OC(CCl)CN1Cc1ccncc1, [I-], [K+], [K+], [Na+], O=C([O-])[O-]. The reactants are FC1=CC=C(C(=C1F)NC1=C(C=C(C=C1)I)F)N (5,6-difluoro-N1-(2-fluoro-4-iodophenyl)benzene 1,2-diamine), BrC1=C(SC(=C1)Cl)S(=O)(=O)Cl (3-bromo-5-chlorothiophene-2-sulfonyl chloride). Procedure details: According to the general procedure B, 5,6-difluoro-N1-(2-fluoro-4-iodophenyl)benzene 1,2-diamine was reacted with 3-bromo-5-chlorothiophene-2-sulfonyl chloride to obtain the title compound. 1H NMR (300 MHz, CDCl3): δ 7.41 (dd, J=2.1 & 10.5 Hz, 1H), 7.35 (br m, 2H), 7.31 (dd, J=2.1 & 4.2 Hz, 1H), 7.19 (d, J=8.7 Hz, 1H), 7.08 (dd, J=9.0 & 17.4 Hz, 1H), 6.02 (dt, J=2.1, 8.4 & 17.1 Hz, 1H), 5.59 (br s, 1H). RXN SMILES: [F:1][C:2]1[C:7]([F:8])=[C:6]([NH:9][C:10]2[CH:15]=[CH:14][C:13]([I:16])=[CH:12][C:11]=2[F:17])[C:5]([NH2:18])=[CH:4][CH:3]=1.[Br:19][C:20]1[CH:24]=[C:23]([Cl:25])[S:22][C:21]=1[S:26](Cl)(=[O:28])=[O:27]>>[Br:19][C:20]1[CH:24]=[C:23]([Cl:25])[S:22][C:21]=1[S:26]([NH:18][C:5]1[CH:4]=[CH:3][C:2]([F:1])=[C:7]([F:8])[C:6]=1[NH:9][C:10]1[CH:15]=[CH:14][C:13]([I:16])=[CH:12][C:11]=1[F:17])(=[O:28])=[O:27]. The product is BrC1=C(SC(=C1)Cl)S(=O)(=O)NC1=C(C(=C(C=C1)F)F)NC1=C(C=C(C=C1)I)F (3-Bromo-5-chloro-N-(3,4-difluoro-2-(2-fluoro-4-iodophenylamino) phenyl)thiophene-2-sulfonamide). The reactants are N (ammonia), amine, Cl.C(C1=CC=CC=C1)C1CCN(CC1)CCC(C#N)C1=CC(=C(C=C1)Cl)Cl (4-(4-benzylpiperidin-1-yl)-2-(3,4-dichlorophenyl)butyronitrile hydrochloride). The reagents and catalysts are [Ni] (Raney nickel). Run in O (water), C(C)O (ethanol). Reaction conditions: time 4 hour. Yields the product Cl.Cl.NCC(CCN1CCC(CC1)CC1=CC=CC=C1)C1=CC(=C(C=C1)Cl)Cl (1-Amino-4-(4-benzylpiperidin-1-yl)-2-(3,4-dichlorophenyl)butane dihydrochloride). As a reaction SMILES: [ClH:1].[CH2:2]([CH:9]1[CH2:14][CH2:13][N:12]([CH2:15][CH2:16][CH:17]([C:20]2[CH:25]=[CH:24][C:23]([Cl:26])=[C:22]([Cl:27])[CH:21]=2)[C:18]#[N:19])[CH2:11][CH2:10]1)[C:3]1[CH:8]=[CH:7][CH:6]=[CH:5][CH:4]=1.N>C(O)C.O.[Ni]>[ClH:26].[ClH:1].[NH2:19][CH2:18][CH:17]([C:20]1[CH:25]=[CH:24][C:23]([Cl:26])=[C:22]([Cl:27])[CH:21]=1)[CH2:16][CH2:15][N:12]1[CH2:13][CH2:14][CH:9]([CH2:2][C:3]2[CH:8]=[CH:7][CH:6]=[CH:5][CH:4]=2)[CH2:10][CH2:11]1 |f:0.1,6.7.8|. Procedure: 14.5 g of 4-(4-benzylpiperidin-1-yl)-2-(3,4-dichlorophenyl)butyronitrile hydrochloride are dissolved in 400 ml of 95° ethanol. A solution of 20 ml of concentrated ammonia in 40 ml of water and Raney nickel (10% by weight of the amount of amine) are added to the mixture, which is then placed under a hydrogen atmosphere, with vigorous stirring, for 4 hours, after which 1.67 l of hydrogen have been consumed. After filtration of the catalyst, the filtrate is concentrated under vacuum and the residue...